describe an organic reaction: reactants, conditions, products, and yield From a dataset of the Open Reaction Database (ORD), a public repository of structured organic reaction records. Procedure: (R)-3-(5-(phenylethynyl)thiophene-2-carboxamido)-4-(trimethylammonio)-butanoate (15 mg, 0.04 mmol) was dissolved into MeOH (3 mL). The solution was purged with nitrogen and 10% palladium on carbon (5 mg) was added. The vessel was purged with hydrogen and stirred for 1 h. The mixture was filtered through celite and solvents removed in vacuo to give the title compound (13 mg, 88%) as a white solid. 1H NMR (400 MHz, CD3OD) δ 7.51 (d, 1H, J=3.9 Hz), 7.27-7.23 (m, 2H), 7.19-7.14 (m, 3H), 6.81 (d, 1H,... Solvent: CO (MeOH). Yield: 86.8%. Product: C(CC1=CC=CC=C1)C1=CC=C(S1)C(=O)N[C@H](CC(=O)[O-])C[N+](C)(C)C ((R)-3-(5-phenethylthiophene-2-carboxamido)-4-(trimethylammonio)-butanoate). RXN SMILES: [C:1]1([C:7]#[C:8][C:9]2[S:13][C:12]([C:14]([NH:16][C@@H:17]([CH2:22][N+:23]([CH3:26])([CH3:25])[CH3:24])[CH2:18][C:19]([O-:21])=[O:20])=[O:15])=[CH:11][CH:10]=2)[CH:6]=[CH:5][CH:4]=[CH:3][CH:2]=1>CO>[CH2:8]([C:9]1[S:13][C:12]([C:14]([NH:16][C@@H:17]([CH2:22][N+:23]([CH3:26])([CH3:25])[CH3:24])[CH2:18][C:19]([O-:21])=[O:20])=[O:15])=[CH:11][CH:10]=1)[CH2:7][C:1]1[CH:2]=[CH:3][CH:4]=[CH:5][CH:6]=1. Reaction conditions: time 1 hour. Reactants: C1(=CC=CC=C1)C#CC1=CC=C(S1)C(=O)N[C@H](CC(=O)[O-])C[N+](C)(C)C ((R)-3-(5-(phenylethynyl)thiophene-2-carboxamido)-4-(trimethylammonio)-butanoate). The reactants are Cl.N[C@H](C(=O)N1CC(CC1)=O)CC1=CC=CC=C1 ((S)-1-(2-Amino-3-phenyl-propionyl)-pyrrolidin-3-one hydrochloride), ClC=1C=C2C=C(NC2=CC1)C(=O)O (5-chloro-1H-indole-2-carboxylic acid). Yields the product C(C1=CC=CC=C1)[C@@H](C(N1CC(CC1)=O)=O)NC(=O)C=1NC2=CC=C(C=C2C1)Cl (5-Chloro-1H-indole -2-carboxylic acid [(1S)-benzyl-2-oxo-2-(3-oxo-pyrrolidin-1-yl)-ethyl]-amide). Reaction SMILES: Cl.[NH2:2][C@@H:3]([CH2:12][C:13]1[CH:18]=[CH:17][CH:16]=[CH:15][CH:14]=1)[C:4]([N:6]1[CH2:10][CH2:9][C:8](=[O:11])[CH2:7]1)=[O:5].[Cl:19][C:20]1[CH:21]=[C:22]2[C:26](=[CH:27][CH:28]=1)[NH:25][C:24]([C:29](O)=[O:30])=[CH:23]2>>[CH2:12]([C@H:3]([NH:2][C:29]([C:24]1[NH:25][C:26]2[C:22]([CH:23]=1)=[CH:21][C:20]([Cl:19])=[CH:28][CH:27]=2)=[O:30])[C:4](=[O:5])[N:6]1[CH2:10][CH2:9][C:8](=[O:11])[CH2:7]1)[C:13]1[CH:18]=[CH:17][CH:16]=[CH:15][CH:14]=1 |f:0.1|. Procedure details: (S)-1-(2-Amino-3-phenyl-propionyl)-pyrrolidin-3-one hydrochloride (0.6 mmol) and 5-chloro-1H-indole-2-carboxylic acid (0.6 mmol) were coupled according to Procedure A (0-25° C. reaction temperature, washed with acid first, then base) and the product purified by chromatography on silica gel eluted with 40 and 50% ethyl acetate in hexanes, followed by trituration of the resulting foam with ether. Yield 112 mg, 45%; HPLC (60/40) 5.13 minutes (>99%); PBMS 410/412 (MH+, 100%); Reactants: 0.5-M solution, [Sn](Cl)(Cl)(Cl)Cl (tin tetrachloride), C(=O)C(CC1=C(CCC1C(=C)C)C)C(C)C (2-(2-formyl-3-methylbutyl)-3-isopropenyl-1-methyl-1-cyclopentene), 2-N, C([O-])([O-])=O.[Na+].[Na+] (sodium carbonate). The solvent is [N+](=O)([O-])C (nitromethane), [N+](=O)([O-])C (nitromethane). Yields the product O1C23CCC(=C3CC(C1CC2C)C(C)C)C (3a,6-epoxy-7-isopropyl-1,4-dimethyl-2,3,3a,4,5,6,7,8-octahydroazulene). The yield is 78.8%. RXN SMILES: [CH:1]([CH:3]([CH:14]([CH3:16])[CH3:15])[CH2:4][C:5]1[CH:9]([C:10]([CH3:12])=[CH2:11])[CH2:8][CH2:7][C:6]=1[CH3:13])=[O:2].[Sn](Cl)(Cl)(Cl)Cl.C(=O)([O-])[O-].[Na+].[Na+]>[N+](C)([O-])=O>[O:2]1[CH:1]2[CH2:11][CH:10]([CH3:12])[C:9]31[C:5]([CH2:4][CH:3]2[CH:14]([CH3:16])[CH3:15])=[C:6]([CH3:13])[CH2:7][CH2:8]3 |f:2.3.4|. Procedure: To a solution, cooled to =40°, of 3.3 g of 2-(2-formyl-3-methylbutyl)-3-isopropenyl-1-methyl-1-cyclopentene in 225 ml of nitromethane were added 45 ml of a 0.5-M solution of tin tetrachloride in nitromethane. The reaction mixture became intensely yellow in colour and an initially resulting precipitate dissolved again. The mixture was treated immediately with excess 2-N sodium carbonate solution and extracted with ether. After washing, the ethereal phase was dried in a conventional manner and the... The reactants are ClC(=O)OCC (ethyl chloroformate), ClC(=O)OCC (ethyl chloroformate), product, Cl.Cl.CC1=C(C=CC(=C1)N)NC1=NCCC1 (2-[(2-Methyl-4-aminophenyl)amino]-1-pyrroline, dihydrochloride). Product: Cl.CC1=C(C=CC(=C1)NC(=O)OCC)NC1=NCCC1 (2-[(2-Methyl-4-(ethoxycarbonylamino)phenyl)-amino]-1-pyrroline, hydrochloride). As a reaction SMILES: [Cl:1][C:2]([O:4][CH2:5][CH3:6])=[O:3].Cl.Cl.[CH3:9][C:10]1[CH:15]=[C:14]([NH2:16])[CH:13]=[CH:12][C:11]=1[NH:17][C:18]1[CH2:22][CH2:21][CH2:20][N:19]=1>>[ClH:1].[CH3:9][C:10]1[CH:15]=[C:14]([NH:16][C:2]([O:4][CH2:5][CH3:6])=[O:3])[CH:13]=[CH:12][C:11]=1[NH:17][C:18]1[CH2:22][CH2:21][CH2:20][N:19]=1 |f:1.2.3,4.5|. Procedure: The title compound was prepared by the method of Example 21 using 30.5 mmole of ethyl chloroformate and 1.0 g (3.8 mmole) of the product compound of Example 9. Complete reaction, as indicated by thin-layer chromatography (See Example 21), required heating for a second day with an additional 30.5 mmole of ethyl chloroformate. Structure assignment was supported by the nmr spectrum and by elemental analysis. The reactants are residue, C(C)C=1C=NC(=NC1)N1CCC(CC1)(C(=O)OC)S(=O)(=O)N1CCC(CC1)OC1=CC=C(C=C1)C(F)(F)F (methyl 1-(5-ethyl-2-pyrimidinyl)-4-[[4-[4-(trifluoromethyl)-phenoxy]-1-piperidinyl]sulfonyl]-4-piperidinecarboxylate), C([O-])([O-])=O.[K+].[K+] (potassium carbonate), ClC1=NC=C(C=N1)CC (2-chloro-5-ethylpyrimidine), N1(CCCCC1)S(=O)(=O)N (piperidine sulfonamide), C(=O)[O-].[NH4+] (ammonium formate). Run in CN(C=O)C (dimethylformamide), CO (methanol). Run at temperature 80 celsius, time 4 hour. Product: N1=C(N=CC=C1)NS(=O)(=O)N1CCCCC1 (N-pyrimidinyl piperidine sulfonamide). Isolated yield 60.0%. As a reaction SMILES: C([C:3]1[CH:4]=[N:5][C:6](N2CCC(S(N3CCC(OC4C=CC(C(F)(F)F)=CC=4)CC3)(=O)=O)(C(OC)=O)CC2)=[N:7][CH:8]=1)C.[N:39]1([S:45]([NH2:48])(=[O:47])=[O:46])[CH2:44][CH2:43][CH2:42][CH2:41][CH2:40]1.C([O-])=O.[NH4+].C(=O)([O-])[O-].[K+].[K+].ClC1N=CC(CC)=CN=1>CO.CN(C)C=O>[N:5]1[CH:4]=[CH:3][CH:8]=[N:7][C:6]=1[NH:48][S:45]([N:39]1[CH2:44][CH2:43][CH2:42][CH2:41][CH2:40]1)(=[O:47])=[O:46] |f:2.3,4.5.6|. Reported procedure: Part G: Preparation of methyl 1-(5-ethyl-2-pyrimidinyl)-4-[[4-[4-(trifluoromethyl)-phenoxy]-1-piperidinyl]sulfonyl]-4-piperidinecarboxylate. To a slurry of the piperidine sulfonamide from part F (6.3 g, 12.0 mmol) in methanol (25 mL) was added ammonium formate (2.2 g, 34.5 mmol). The system was purged with nitrogen for 10 min. The nitrogen stream was removed and palladium on carbon (1.2 g of 10 weight % on activated carbon, 50% water) was added. The reaction was refluxed for forty five min, cool... Starting materials: C(c1ccc(cc1F)C(F)(F)F)=O, CC1=CN=C(C=C1)N, [C-]#[N+]C1CCCCC1. Reagents/catalysts: O=C(O)C(F)(F)F (trifluoroacetic acid). Run in CC(C)O (isopropyl alcohol), CC(C)O (isopropylalcohol). Reaction conditions: temperature 22 celsius, time 20 hour. Product: Cc1ccc2nc(c3ccc(cc3F)C(F)(F)F)c(NC3CCCCC3)n2c1. Isolated yield 23.4%. Reaction SMILES: CC1=CC=C(N)N=C1.[C-]#[N+]C1CCCCC1.[H]C(=O)C1=C(F)C=C(C=C1)C(F)(F)F>>CC1=CN2C(C=C1)=NC(=C2NC1CCCCC1)C1=C(F)C=C(C=C1)C(F)(F)F. The reactants are N1CCOCC1 (Morpholine), C(C)(=O)O (Acetic acid), BrC=1C=C(C=2NC=3C=CC(=CC3C2N1)C=O)C(=O)OC (methyl 2-bromo-8-formyl-5H-pyrido[3,2-b]indole-4-carboxylate), C(C)(=O)O[BH-](OC(C)=O)OC(C)=O.[Na+] (Sodium triacetoxyborohydride). Run in CN(C)C=O (DMF), C(Cl)Cl (DCM). Reaction conditions: time 5 minute. Product: BrC=1C=C(C=2NC=3C=CC(=CC3C2N1)CN1CCOCC1)C(=O)OC (methyl 2-bromo-8-(morpholinomethyl)-5H-pyrido[3,2-b]indole-4-carboxylate). The yield is 59.0%. RXN SMILES: [Br:1][C:2]1[CH:3]=[C:4]([C:17]([O:19][CH3:20])=[O:18])[C:5]2[NH:6][C:7]3[CH:8]=[CH:9][C:10]([CH:15]=O)=[CH:11][C:12]=3[C:13]=2[N:14]=1.[NH:21]1[CH2:26][CH2:25][O:24][CH2:23][CH2:22]1.C(O[BH-](OC(=O)C)OC(=O)C)(=O)C.[Na+].C(O)(=O)C>CN(C=O)C.C(Cl)Cl>[Br:1][C:2]1[CH:3]=[C:4]([C:17]([O:19][CH3:20])=[O:18])[C:5]2[NH:6][C:7]3[CH:8]=[CH:9][C:10]([CH2:15][N:21]4[CH2:26][CH2:25][O:24][CH2:23][CH2:22]4)=[CH:11][C:12]=3[C:13]=2[N:14]=1 |f:2.3|. Procedure details: A suspension of methyl 2-bromo-8-formyl-5H-pyrido[3,2-b]indole-4-carboxylate (200 mg, 0.600 mmol) in DMF (1 mL) was stirred for 5 min and then diluted with DCM (10 mL). Morpholine (0.063 mL, 0.720 mmol) was added and the suspension was cooled in an ice bath. Sodium triacetoxyborohydride (344 mg, 1.62 mmol) was added and the suspension was left stirring for 0.5 hr. Acetic acid (0.069 mL, 1.20 mmol) was then added and the bath removed. The reaction was left stirring at RT overnight. It was diluted... Reactants: C1=C(C=CC=C1O)C (m-cresol), CC1=C(C=C(C=C1C)C)O (2,3,5-trimethylphenol), C=O (formalin), O.O.C(C(=O)O)(=O)O (oxalic acid dihydrate). Solvent: O (water), O1CCOCC1 (dioxane). Yields the product CCOCCOC(=O)C (ethyl cellosolve acetate). RXN SMILES: [CH:1]1[C:6]([OH:7])=CC=CC=1C.CC1C(C)=CC(C)=[CH:12][C:11]=1[OH:18].C=O.O.O.[C:23](O)(=O)[C:24](O)=[O:25]>O.O1CCOCC1>[CH3:23][CH2:24][O:25][CH2:12][CH2:11][O:18][C:6]([CH3:1])=[O:7] |f:3.4.5|. Procedure details: Into 2000-ml autoclave were charged 86.5 g (0.8 mol) of m-cresol, 27.2 g (0.2 mol) of 2,3,5-trimethylphenol, 75.0 g (0.925 mol) of formalin (37% by weight aqueous formaldehyde solution), 7.56 g (0.06 mol) of oxalic acid dihydrate, 384.5 g of dioxane and 77.5 g of water. Thereafter, the autoclave was immersed in an oil bath and the internal temperature thereof was kept at 140° C. to effect polycondensation for 6 hours. Thereafter, the internal temperature of the autoclave was returned to the neig...